This data is from the Open Reaction Database (ORD), a public repository of structured organic reaction records. The task is: describe an organic reaction: reactants, conditions, products, and yield Starting materials: [Na+], [OH-], O=S(=O)(O)O, N#CC(c1ccccc1)c1ccccn1. Product: NC(=O)C(c1ccccc1)c1ccccn1. Reaction SMILES: [Na+:17].[OH-:16].[S:18](=[O:19])(=[O:20])([OH:21])[OH:22].[c:1]1([CH:7]([C:8]#[N:9])[c:10]2[n:11][cH:12][cH:13][cH:14][cH:15]2)[cH:2][cH:3][cH:4][cH:5][cH:6]1>>[c:1]1([CH:7]([C:8]([NH2:9])=[O:16])[c:10]2[n:11][cH:12][cH:13][cH:14][cH:15]2)[cH:2][cH:3][cH:4][cH:5][cH:6]1.